This data is from the Open Reaction Database (ORD), a public repository of structured organic reaction records. The task is: describe an organic reaction: reactants, conditions, products, and yield The reactants are CC1=C2C(C(C(NC2=CC(=C1)C)=O)=NO)=O (5,7-dimethylquinoline-2,3,4-trione-3-oxime), CN(C)C=O (DMF). Reagents/catalysts: [Pd] (Pd/C). Solvent: Cl (HCl). Run at time 12 hour. Product: CC1=C2C(=C(C(=NC2=CC(=C1)C)O)O)O (5,7-Dimethyl-2,3,4-trihydroxyquinoline). Yield: 50.0%. As a reaction SMILES: [CH3:1][C:2]1[CH:11]=[C:10]([CH3:12])[CH:9]=[C:8]2[C:3]=1[C:4](=[O:16])[C:5](=NO)[C:6](=[O:13])[NH:7]2.CN(C=[O:21])C>Cl.[Pd]>[CH3:1][C:2]1[CH:11]=[C:10]([CH3:12])[CH:9]=[C:8]2[C:3]=1[C:4]([OH:16])=[C:5]([OH:21])[C:6]([OH:13])=[N:7]2. Procedure: The procedure of Baker and Almaula, J. Org. Chem. 27:4672-74 (1962), was adapted. A mixture of 5,7-dimethylquinoline-2,3,4-trione-3-oxime (45 mg, 0.21 mmol) and 30% Pd/C (10 mg) in DMF (2 mL) and 4N HCl (2 mL) was hydrogenated at 50 psi for 12 h. A crystalline colorless solid was observed in the reaction mixture. The mixture was filtered and the solid was stirred with acetone/methanol (1:1) and filtered to remove the black catalyst. The acetone/methanol solution was added into the 1N HCl solutio... Starting materials: O.[OH-].[Li+] (Lithium hydroxide monohydrate), COC(CC1=CC2=CC=C(C=C2C(=C1C)C1=CC=C(C=C1)S(NC1=CC=C(C=C1)F)(=O)=O)Cl)=O ({6-chloro-4-[4-(4-fluoro-phenylsulfamoyl)-phenyl]-3-methyl-naphthalen-2-yl}-acetic acid methyl ester), C1CCOC1.O (THF H2O). Run in CCCCCC (hexane). Reaction conditions: time 16 hour. Product: ClC=1C=C2C(=C(C(=CC2=CC1)CC(=O)O)C)C1=CC=C(C=C1)S(NC1=CC=C(C=C1)F)(=O)=O ({6-chloro-4-[4-(4-fluoro-phenylsulfamoyl)-phenyl]-3-methyl-naphthalen-2-yl}-acetic acid). The yield is 88.6%. As a reaction SMILES: O.[OH-].[Li+].C[O:5][C:6](=[O:37])[CH2:7][C:8]1[C:17]([CH3:18])=[C:16]([C:19]2[CH:24]=[CH:23][C:22]([S:25](=[O:35])(=[O:34])[NH:26][C:27]3[CH:32]=[CH:31][C:30]([F:33])=[CH:29][CH:28]=3)=[CH:21][CH:20]=2)[C:15]2[C:10](=[CH:11][CH:12]=[C:13]([Cl:36])[CH:14]=2)[CH:9]=1.C1COCC1.O>CCCCCC>[Cl:36][C:13]1[CH:14]=[C:15]2[C:10](=[CH:11][CH:12]=1)[CH:9]=[C:8]([CH2:7][C:6]([OH:37])=[O:5])[C:17]([CH3:18])=[C:16]2[C:19]1[CH:20]=[CH:21][C:22]([S:25](=[O:34])(=[O:35])[NH:26][C:27]2[CH:32]=[CH:31][C:30]([F:33])=[CH:29][CH:28]=2)=[CH:23][CH:24]=1 |f:0.1.2,4.5|. Reported procedure: Lithium hydroxide monohydrate (0.012 g, 0.28 mmol) was added to a stirred solution of {6-chloro-4-[4-(4-fluoro-phenylsulfamoyl)-phenyl]-3-methyl-naphthalen-2-yl}-acetic acid methyl ester (0.035 g, 0.07 mmol) in a 3:1 mixture of THF—H2O mixture (5 mL). The reaction mixture was stirred for 16 hours at room temperature. The reaction mixture was concentrated to remove THF, and the crude material was diluted with water, acidified [pH˜2] with a 6 N aqueous solution of hydrochloric acid. The mixture wa... Reactants: ClN1C(CCC1=O)=O (N-chlorosuccinimide), CSC (dimethyl sulfide), CC(=CCO)CCC=C(CCC=C(CC)C)C (3,7,11-trimethyl-2,6,10-tridecatrien-1-ol). Solvent: ClCCl (dichloromethane), ClCCl (dichloromethane). Conditions: temperature 0 celsius, time 10 minute. Product: ClC\C=C(\CC\C=C(\CCC=C(C)C)/C)/C ((E,E)-1-Chloro-3,7,11-trimethyl-2,6,10-dodecatriene). The yield is 84.8%. Reaction SMILES: [Cl:1]N1C(=O)CCC1=O.CSC.[CH3:12][C:13]([CH2:17][CH2:18][CH:19]=[C:20]([CH3:28])[CH2:21][CH2:22][CH:23]=[C:24]([CH3:27])[CH2:25][CH3:26])=[CH:14]CO>ClCCl>[Cl:1][CH2:26]/[CH:25]=[C:24](\[CH3:27])/[CH2:23][CH2:22]/[CH:21]=[C:20](\[CH3:28])/[CH2:19][CH2:18][CH:17]=[C:13]([CH3:14])[CH3:12]. Reported procedure: (Note: all temperatures indicated are for the contents of the reaction flask). To a stirred solution of 299 mg (2.24 mmol) of N-chlorosuccinimide in 15 mL of dichloromethane at -30° C. under argon was added 0.18 mL (2.45 mmol) of distilled dimethyl sulfide over 5 minutes. After 10 minutes at -30° C., the reaction was allowed to warm to 0° C. for 10 minutes, followed by cooling to -40° C. A solution of 441.4 mg (1.99 mmol) of 3,7,11-trimethyl-2,6,10-tridecatrien-1-ol in 5 mL of dichloromethane wa... Starting materials: BrC1=CC(=C(N)C=C1)[N+](=O)[O-] (4-bromo-2-nitroaniline), S1C(=CC=C1)C(C(=O)O)=O ((thiophen-2-yl) oxo-acetic acid). Yields the product BrC=1C=C2N=C(C(NC2=CC1)=O)C=1SC=CC1 (6-bromo-3-thiophen-2-yl-1H-quinoxalin-2-one). Reaction SMILES: [Br:1][C:2]1[CH:8]=[CH:7][C:5]([NH2:6])=[C:4]([N+:9]([O-])=O)[CH:3]=1.[S:12]1[CH:16]=[CH:15][CH:14]=[C:13]1[C:17](=O)[C:18](O)=[O:19]>>[Br:1][C:2]1[CH:3]=[C:4]2[C:5](=[CH:7][CH:8]=1)[NH:6][C:18](=[O:19])[C:17]([C:13]1[S:12][CH:16]=[CH:15][CH:14]=1)=[N:9]2. Procedure details: The quinoxalin-2-one of the present example is prepared with 4-bromo-2-nitroaniline and (thiophen-2-yl) oxo-acetic acid via the method described in Example 12 to afford 6-bromo-3-thiophen-2-yl-1H-quinoxalin-2-one.